Dataset: the Open Reaction Database (ORD), a public repository of structured organic reaction records. Task: describe an organic reaction: reactants, conditions, products, and yield Reactants: [Ca+2], O=C(Cl)OCCCl, Nc1ccc(N)c([N+](=O)[O-])c1, O=C([O-])[O-], C1COCCO1. The product is Nc1ccc(NC(=O)OCCCl)cc1[N+](=O)[O-]. RXN SMILES: [Ca+2:12].[Cl:17][C:18](=[O:19])[O:20][CH2:21][CH2:22][Cl:23].[NH2:1][c:2]1[c:3]([N+:9](=[O:10])[O-:11])[cH:4][c:5]([NH2:8])[cH:6][cH:7]1.[O-:13][C:14](=[O:15])[O-:16].[O:24]1[CH2:25][CH2:26][O:27][CH2:28][CH2:29]1>>[NH2:1][c:2]1[c:3]([N+:9](=[O:10])[O-:11])[cH:4][c:5]([NH:8][C:18](=[O:19])[O:20][CH2:21][CH2:22][Cl:23])[cH:6][cH:7]1. Reactants: C(C)(C)(C)OC(=O)N1CC=2N(CC1)C(=NC2C(=O)C2CCCC2)C(F)(F)F (1-cyclopentanecarbonyl-3-trifluoromethyl-5,6-dihydro-8H-imidazo[1,5-a]pyrazine-7-carboxylic acid tert-butyl ester), Cl (hydrochloric acid). The solvent is C(C)(=O)OCC (ethyl acetate), C(C)(=O)OCC (ethyl acetate). The product is C1(CCCC1)C(=O)C=1N=C(N2C1CNCC2)C(F)(F)F (cyclopentyl-(3-trifluoromethyl-5,6,7,8-tetrahydro-imidazo[1,5-a]pyrazin-1-yl)-methanone). As a reaction SMILES: C(OC([N:8]1[CH2:13][CH2:12][N:11]2[C:14]([C:24]([F:27])([F:26])[F:25])=[N:15][C:16]([C:17]([CH:19]3[CH2:23][CH2:22][CH2:21][CH2:20]3)=[O:18])=[C:10]2[CH2:9]1)=O)(C)(C)C.Cl>C(OCC)(=O)C>[CH:19]1([C:17]([C:16]2[N:15]=[C:14]([C:24]([F:26])([F:25])[F:27])[N:11]3[CH2:12][CH2:13][NH:8][CH2:9][C:10]=23)=[O:18])[CH2:20][CH2:21][CH2:22][CH2:23]1. Reported procedure: 1-Cyclopentanecarbonyl-3-trifluoromethyl-5,6-dihydro-8H-imidazo[1,5-a]pyrazine-7-carboxylic acid tert-butyl ester 28a (0.1 g, 0.258 mmol) was dissolved in a little ethyl acetate under stirring. A solution of 2.7 N hydrochloric acid in 5 mL of ethyl acetate was then added. The reaction mixture was reacted at room temperature for 2 hours and monitored by thin layer chromatography until the disappearance of the starting materials. The reaction mixture was concentrated under reduced pressure to obta... The reactants are FC=1C=C(COCC2=CC=CC(=N2)N)C=CC1 (6-(3-fluoro-benzyloxymethyl)-pyridin-2-ylamine), FC1=C(C=C(C=C1)S(=O)(=O)Cl)C(F)(F)F (4-fluoro-3-(trifluoromethyl)-benzenesulfonyl chloride). The product is FC1=C(C=C(C=C1)S(=O)(=O)NC1=NC(=CC=C1)COCC1=CC(=CC=C1)F)C(F)(F)F (4-Fluoro-N-[6-(3-fluoro-benzyloxymethyl)-pyridin-2-yl]-3-trifluoromethyl-benzenesulfonamide). RXN SMILES: [F:1][C:2]1[CH:3]=[C:4]([CH:15]=[CH:16][CH:17]=1)[CH2:5][O:6][CH2:7][C:8]1[N:13]=[C:12]([NH2:14])[CH:11]=[CH:10][CH:9]=1.[F:18][C:19]1[CH:24]=[CH:23][C:22]([S:25](Cl)(=[O:27])=[O:26])=[CH:21][C:20]=1[C:29]([F:32])([F:31])[F:30]>>[F:18][C:19]1[CH:24]=[CH:23][C:22]([S:25]([NH:14][C:12]2[CH:11]=[CH:10][CH:9]=[C:8]([CH2:7][O:6][CH2:5][C:4]3[CH:15]=[CH:16][CH:17]=[C:2]([F:1])[CH:3]=3)[N:13]=2)(=[O:26])=[O:27])=[CH:21][C:20]=1[C:29]([F:32])([F:30])[F:31]. Procedure details: This material was prepared in analogy to example 1 from 6-(3-fluoro-benzyloxymethyl)-pyridin-2-ylamine (0.06 g) and 4-fluoro-3-(trifluoromethyl)-benzenesulfonyl chloride (0.075 g) as a light yellow solid (0.1 g). MS (ESI−): 457.2 ([M−H]−).